This data is from the Open Reaction Database (ORD), a public repository of structured organic reaction records. The task is: describe an organic reaction: reactants, conditions, products, and yield Starting materials: CC(=O)O[BH-](OC(C)=O)OC(C)=O, C1CC2COCC1N2, Cn1c(CC=O)nc2c(N3CCOCC3)nc(Cl)nc21, Cn1cnc2c(Cl)nc(Cl)nc21, [Na+]. The product is Cn1c(CCN2C3CCC2COC3)nc2c(N3CCOCC3)nc(Cl)nc21. RXN SMILES: [C:41]([O:42][BH-:43]([O:44][C:45](=[O:46])[CH3:47])[O:48][C:49](=[O:50])[CH3:51])(=[O:52])[CH3:53].[CH:21]12[CH2:22][O:23][CH2:24][CH:25]([CH2:26][CH2:27]1)[NH:28]2.[Cl:1][c:2]1[n:3][c:4]([N:15]2[CH2:16][CH2:17][O:18][CH2:19][CH2:20]2)[c:5]2[n:6][c:7]([CH2:12][CH:13]=[O:14])[n:8]([CH3:11])[c:9]2[n:10]1.[Cl:29][c:30]1[n:31][c:32]2[c:33]([n:34][cH:35][n:36]2[CH3:37])[c:38]([Cl:39])[n:40]1.[Na+:54]>>[Cl:1][c:2]1[n:3][c:4]([N:15]2[CH2:16][CH2:17][O:18][CH2:19][CH2:20]2)[c:5]2[n:6][c:7]([CH2:12][CH2:13][N:28]3[CH:21]4[CH2:22][O:23][CH2:24][CH:25]3[CH2:26][CH2:27]4)[n:8]([CH3:11])[c:9]2[n:10]1. Starting materials: Cl (hydrochloric acid), CS(=O)(=O)OCC=1N=C(OC1)Cl ((2-chloro-1,3-oxazol-4-yl)methyl methanesulfonate), N1CCCCC1 (piperidine), [I-].[Na+] (sodium iodide). The solvent is C(C)#N (acetonitrile). The product is ClC=1OC=C(N1)CN1CCCCC1 (1-[(2-chloro-1,3-oxazol-4-yl)methyl]piperidine). Yield: 40.0%. RXN SMILES: CS(O[CH2:6][C:7]1[N:8]=[C:9]([Cl:12])[O:10][CH:11]=1)(=O)=O.[NH:13]1[CH2:18][CH2:17][CH2:16][CH2:15][CH2:14]1.[I-].[Na+].Cl>C(#N)C>[Cl:12][C:9]1[O:10][CH:11]=[C:7]([CH2:6][N:13]2[CH2:18][CH2:17][CH2:16][CH2:15][CH2:14]2)[N:8]=1 |f:2.3|. Reported procedure: A solution of (2-chloro-1,3-oxazol-4-yl)methyl methanesulfonate i59 (7.9 g, 37.44 mmol, 1 eq), piperidine (7.41 ml, 74.89 mmol, 2 eq) and sodium iodide (0.56 g, 3.74 mmol, 0.1 eq) in acetonitrile (250 ml) is stirred at room temperature overnight. The mixture is then poured into a 0.1 N hydrochloric acid solution and extracted with diethyl ether. The organic layer is dried over magnesium sulfate, filtered and the solvent is removed under reduced pressure. Purification by chromatography over silic... Starting materials: O=C1c2ccccc2C(=O)N1CCCBr, CC#N, Fc1ccc2c(C3CCNCC3)noc2c1, [K+], [K+], O=C([O-])[O-]. The product is O=C1c2ccccc2C(=O)N1CCCN1CCC(c2noc3cc(F)ccc23)CC1. RXN SMILES: [Br:23][CH2:24][CH2:25][CH2:26][N:27]1[C:28](=[O:37])[c:29]2[c:30]([cH:33][cH:34][cH:35][cH:36]2)[C:31]1=[O:32].[CH3:38][C:39]#[N:40].[F:1][c:2]1[cH:3][c:4]2[c:5]([c:6]([CH:9]3[CH2:10][CH2:11][NH:12][CH2:13][CH2:14]3)[n:7][o:8]2)[cH:15][cH:16]1.[K+:17].[K+:18].[O-:19][C:20]([O-:21])=[O:22]>>[F:1][c:2]1[cH:3][c:4]2[c:5]([c:6]([CH:9]3[CH2:10][CH2:11][N:12]([CH2:24][CH2:25][CH2:26][N:27]4[C:28](=[O:37])[c:29]5[c:30]([cH:33][cH:34][cH:35][cH:36]5)[C:31]4=[O:32])[CH2:13][CH2:14]3)[n:7][o:8]2)[cH:15][cH:16]1. Starting materials: COC(=O)CC(C)=O, CN, O. The product is CC=C(NC)C(=O)OC. RXN SMILES: [C:3]([CH2:4][C:5](=[O:6])[CH3:7])(=[O:8])[O:9][CH3:10].[CH3:1][NH2:2].[OH2:11]>>[CH3:1][NH:2][C:4]([C:3](=[O:8])[O:9][CH3:10])=[CH:5][CH3:7]. The reactants are CC(C)CC(C)CC=O, CC(C)Cl, Cl, I, [Mg]. Product: CC(C)CC(C)CC(O)C(C)C. RXN SMILES: [CH3:7][CH:8]([CH2:9][CH:10]=[O:11])[CH2:12][CH:13]([CH3:14])[CH3:15].[CH:2]([CH3:3])([CH3:4])[Cl:5].[ClH:16].[I:6].[Mg:1]>>[CH:2]([CH3:3])([CH3:4])[CH:10]([CH2:9][CH:8]([CH3:7])[CH2:12][CH:13]([CH3:14])[CH3:15])[OH:11].